Task: describe an organic reaction: reactants, conditions, products, and yield. Dataset: the Open Reaction Database (ORD), a public repository of structured organic reaction records The reactants are OC1=CC(=C(OC=2C=CC(=C(C2)N(C(OC(C)(C)C)=O)C)[N+](=O)[O-])C=C1C)C (t-butyl N-[5-(4-hydroxy-2,5-dimethylphenoxy)-2-nitrophenyl]-N-methylcarbamate). The reagents and catalysts are [Pd] (palladium on carbon). The solvent is CO (methanol). The product is NC1=C(C=C(C=C1)OC1=C(C=C(C(=C1)C)O)C)N(C(OC(C)(C)C)=O)C (t-Butyl N-[2-amino-5-(4-hydroxy-2,5-dimethylphenoxy)phenyl]-N-methylcarbamate). Isolated yield 90.2%. Reaction SMILES: [OH:1][C:2]1[C:26]([CH3:27])=[CH:25][C:5]([O:6][C:7]2[CH:8]=[CH:9][C:10]([N+:22]([O-])=O)=[C:11]([N:13]([CH3:21])[C:14](=[O:20])[O:15][C:16]([CH3:19])([CH3:18])[CH3:17])[CH:12]=2)=[C:4]([CH3:28])[CH:3]=1>[Pd].CO>[NH2:22][C:10]1[CH:9]=[CH:8][C:7]([O:6][C:5]2[CH:25]=[C:26]([CH3:27])[C:2]([OH:1])=[CH:3][C:4]=2[CH3:28])=[CH:12][C:11]=1[N:13]([CH3:21])[C:14](=[O:20])[O:15][C:16]([CH3:17])([CH3:18])[CH3:19]. Procedure: In a similar manner to that described in Reference Example 7, a reaction was carried out using t-butyl N-[5-(4-hydroxy-2,5-dimethylphenoxy)-2-nitrophenyl]-N-methylcarbamate (1.73 g), palladium on carbon (10%, 0.17 g) and methanol (50 ml) and the reaction mixture was purified to give the title compound (1.44 g). The reactants are [BH3-]C#N, CO, O=Cc1ccccc1, Clc1ccc(C2CCCNC2)cc1, [Na+]. Yields the product Clc1ccc(C2CCCN(Cc3ccccc3)C2)cc1. Reaction SMILES: [C:22]([BH3-:23])#[N:24].[CH3:26][OH:27].[CH:14](=[O:15])[c:16]1[cH:17][cH:18][cH:19][cH:20][cH:21]1.[Cl:1][c:2]1[cH:3][cH:4][c:5]([CH:8]2[CH2:9][NH:10][CH2:11][CH2:12][CH2:13]2)[cH:6][cH:7]1.[Na+:25]>>[Cl:1][c:2]1[cH:3][cH:4][c:5]([CH:8]2[CH2:9][N:10]([CH2:14][c:16]3[cH:17][cH:18][cH:19][cH:20][cH:21]3)[CH2:11][CH2:12][CH2:13]2)[cH:6][cH:7]1. Reactants: C(C=C)(=O)OCCCC (n-butyl acrylate), C(C(=C)C)(=O)OC (methyl methacrylate), C(C(=C)C)(=O)OCC1CO1 (glycidyl methacrylate), C(C)(C)(C)OOC(C)(C)C (Di-tertiary butyl peroxide), C(C)(C)(C)OOC(C)(C)C (DTBP). Conditions: temperature 200 celsius, time 6 minute. The product is C(C=C)(=O)OCCCC.C(C(=C)C)(=O)OC.C(C(=C)C)(=O)OCC1CO1 (BA MMA GMA). Reaction SMILES: [C:1]([O:5][CH2:6][CH2:7][CH2:8][CH3:9])(=[O:4])[CH:2]=[CH2:3].[C:10]([O:15][CH3:16])(=[O:14])[C:11]([CH3:13])=[CH2:12].[C:17]([O:22][CH2:23][CH:24]1[O:26][CH2:25]1)(=[O:21])[C:18]([CH3:20])=[CH2:19].C(OOC(C)(C)C)(C)(C)C>>[C:1]([O:5][CH2:6][CH2:7][CH2:8][CH3:9])(=[O:4])[CH:2]=[CH2:3].[C:10]([O:15][CH3:16])(=[O:14])[C:11]([CH3:13])=[CH2:12].[C:17]([O:22][CH2:23][CH:24]1[O:26][CH2:25]1)(=[O:21])[C:18]([CH3:20])=[CH2:19] |f:4.5.6|. Reported procedure: A liquid rubber suitable for preparing single phase uncured LR/thermoset liquid resin compositions in accordance with the present invention was prepared by batch free radical polymerization in a CFSTR as follows. A monomer mixture was prepared from n-butyl acrylate (“BA”), methyl methacrylate (“MMA”), and glycidyl methacrylate (“GMA”) in a weight ratio of 90:5:5. Di-tertiary butyl peroxide (“DTBP”, 4 weight percent based on the total weight of the monomer) was added and this mixture was fed into... Reactants: C(C1=CC=CC=C1)OCCOC1=C(C=C(C=C1I)CC)C(C(=O)OCC)NC1=CC=C(C=C1)C#N (ethyl (RS)-[2-(2-benzyloxy-ethoxy)-5-ethyl-3-iodo-phenyl]-(4-cyano-phenylamino)-acetate), I[Si](C)(C)C (iodotrimethylsilane), C(C)O (ethanol), I[Si](C)(C)C (iodotrimethylsilane). The solvent is ClCCl (dichloromethane). Run at time 18 hour. Product: C(#N)C1=CC=C(C=C1)NC(C(=O)OCC)C1=C(C(=CC(=C1)CC)I)OCCO (ethyl (RS)-(4-cyano-phenylamino)-[5-ethyl-2-(2-hydroxy-ethoxy)-3-iodo-phenyl]-acetate). Yield: 63.3%. RXN SMILES: C([O:8][CH2:9][CH2:10][O:11][C:12]1[C:17]([I:18])=[CH:16][C:15]([CH2:19][CH3:20])=[CH:14][C:13]=1[CH:21]([NH:27][C:28]1[CH:33]=[CH:32][C:31]([C:34]#[N:35])=[CH:30][CH:29]=1)[C:22]([O:24][CH2:25][CH3:26])=[O:23])C1C=CC=CC=1.I[Si](C)(C)C.C(O)C>ClCCl>[C:34]([C:31]1[CH:32]=[CH:33][C:28]([NH:27][CH:21]([C:13]2[CH:14]=[C:15]([CH2:19][CH3:20])[CH:16]=[C:17]([I:18])[C:12]=2[O:11][CH2:10][CH2:9][OH:8])[C:22]([O:24][CH2:25][CH3:26])=[O:23])=[CH:29][CH:30]=1)#[N:35]. Procedure details: A solution of 7.1 g of ethyl (RS)-[2-(2-benzyloxy-ethoxy)-5-ethyl-3-iodo-phenyl]-(4-cyano-phenylamino)-acetate in 50 ml of dichloromethane was treated with 7.29 g of iodotrimethylsilane. After 12 hours at room temperature the same amount of iodotrimethylsilane was added and the mixture was stirred for 18 hours at room temperature. Then, ethanol was added. The reaction mixture was concentrated, poured on to ice/aqueous sodium bisulphite solution and extracted with ethyl acetate. The organic phase... Starting materials: ClC1=CC(=C(CN2N=CC3=CC(=CC=C23)\C=C/2\C(NC(S2)=O)=O)C=C1)C(F)(F)F ((5Z)-5-({1-[4-chloro-2-(trifluoromethyl)benzyl]-1H-indazol-5-yl}methylidene)-2,4-dioxo-1,3-thiazolidine), OC[C@H]1CN(CCC1)C(=O)OC(C)(C)C (1,1-dimethylethyl (3R)-3-(hydroxymethyl)piperidine-1-carboxylate). Product: ClC1=CC(=C(C=C1)CN1N=CC2=CC(=CC=C12)\C=C/1\C(N(C(S1)=O)C[C@H]1CN(CC1)C(=O)OC(C)(C)C)=O)C(F)(F)F (1,1-Dimethylethyl (3R)-3-[{(5Z)-5-[(1-{[4-chloro-2-(trifluoromethyl)phenyl]methyl}-1H-indazol-5-yl)methylidene]-2,4-dioxo-1,3-thiazolidin-3-yl}methyl]pyrrolidine-1-carboxylate). RXN SMILES: [Cl:1][C:2]1[CH:25]=[CH:24][C:5]([CH2:6][N:7]2[C:15]3[C:10](=[CH:11][C:12](/[CH:16]=[C:17]4/[C:18](=[O:23])[NH:19][C:20](=[O:22])[S:21]/4)=[CH:13][CH:14]=3)[CH:9]=[N:8]2)=[C:4]([C:26]([F:29])([F:28])[F:27])[CH:3]=1.OC[C@@H:32]1[CH2:37][CH2:36][CH2:35][N:34]([C:38]([O:40][C:41]([CH3:44])([CH3:43])[CH3:42])=[O:39])[CH2:33]1>>[Cl:1][C:2]1[CH:25]=[CH:24][C:5]([CH2:6][N:7]2[C:15]3[C:10](=[CH:11][C:12](/[CH:16]=[C:17]4/[C:18](=[O:23])[N:19]([CH2:32][C@@H:37]5[CH2:36][CH2:35][N:34]([C:38]([O:40][C:41]([CH3:42])([CH3:43])[CH3:44])=[O:39])[CH2:33]5)[C:20](=[O:22])[S:21]/4)=[CH:13][CH:14]=3)[CH:9]=[N:8]2)=[C:4]([C:26]([F:27])([F:29])[F:28])[CH:3]=1. Procedure details: 1,1-Dimethylethyl (3R)-3-[{(5Z)-5-[(1-{[4-chloro-2-(trifluoromethyl)phenyl]methyl}-1H-indazol-5-yl)methylidene]-2,4-dioxo-1,3-thiazolidin-3-yl}methyl]pyrrolidine-1-carboxylate was prepared from (5Z)-5-({1-[4-chloro-2-(trifluoromethyl)benzyl]-1H-indazol-5-yl}methylidene)-2,4-dioxo-1,3-thiazolidine (from Example 1) and 1,1-dimethylethyl (3R)-3-(hydroxymethyl)piperidine-1-carboxylate following General Procedure J. Reactants: C1CCOC1, CCS(=O)(=O)c1ccc(Cn2c(C)c(CC(=O)OC)c3cccnc32)c(C(F)(F)F)c1, CO, [Na+], [OH-]. Yields the product CCS(=O)(=O)c1ccc(Cn2c(C)c(CC(=O)O)c3cccnc32)c(C(F)(F)F)c1. Reaction SMILES: [CH2:36]1[O:37][CH2:38][CH2:39][CH2:40]1.[CH3:1][O:2][C:3]([CH2:4][c:5]1[c:6]([CH3:30])[n:7]([CH2:14][c:15]2[c:16]([C:26]([F:27])([F:28])[F:29])[cH:17][c:18]([S:21](=[O:22])(=[O:23])[CH2:24][CH3:25])[cH:19][cH:20]2)[c:8]2[n:9][cH:10][cH:11][cH:12][c:13]12)=[O:31].[CH3:34][OH:35].[Na+:33].[OH-:32]>>[O:2]=[C:3]([CH2:4][c:5]1[c:6]([CH3:30])[n:7]([CH2:14][c:15]2[c:16]([C:26]([F:27])([F:28])[F:29])[cH:17][c:18]([S:21](=[O:22])(=[O:23])[CH2:24][CH3:25])[cH:19][cH:20]2)[c:8]2[n:9][cH:10][cH:11][cH:12][c:13]12)[OH:31].